Dataset: the Open Reaction Database (ORD), a public repository of structured organic reaction records. Task: describe an organic reaction: reactants, conditions, products, and yield The reactants are IC1CN(Cc2ccccc2)C2(CCC3(CC2)OCCO3)C1, CO, O=C1CCC2(CC1)OCCO2, [OH-], [OH-], [Pd+2]. Product: c1ccc(CN2CCCC23CCC2(CC3)OCCO2)cc1. As a reaction SMILES: [CH2:1]([c:2]1[cH:3][cH:4][cH:5][cH:6][cH:7]1)[N:8]1[C:9]2([CH2:10][CH2:11][C:12]3([O:13][CH2:14][CH2:15][O:16]3)[CH2:17][CH2:18]2)[CH2:19][CH:20]([I:22])[CH2:21]1.[CH3:34][OH:35].[O:23]1[C:24]2([CH2:25][CH2:26][C:27](=[O:28])[CH2:29][CH2:30]2)[O:31][CH2:32][CH2:33]1.[OH-:36].[OH-:38].[Pd+2:37]>>[CH2:1]([c:2]1[cH:3][cH:4][cH:5][cH:6][cH:7]1)[N:8]1[C:9]2([CH2:10][CH2:11][C:12]3([O:13][CH2:14][CH2:15][O:16]3)[CH2:17][CH2:18]2)[CH2:19][CH2:20][CH2:21]1.